Dataset: the Open Reaction Database (ORD), a public repository of structured organic reaction records. Task: describe an organic reaction: reactants, conditions, products, and yield Yield: 90.7%. Run at time 10 minute. RXN SMILES: [H-].[Na+].[CH2:3]([OH:7])[C:4]#[C:5][CH3:6].Cl[C:9]1[C:14]([F:15])=[C:13]([N:16]2[CH2:21][C@H:20]([CH3:22])[CH2:19][C@H:18]([CH3:23])[CH2:17]2)[N:12]=[CH:11][N:10]=1.[Cl-].[NH4+]>O1CCCC1>[CH2:3]([O:7][C:9]1[C:14]([F:15])=[C:13]([N:16]2[CH2:21][C@H:20]([CH3:22])[CH2:19][C@H:18]([CH3:23])[CH2:17]2)[N:12]=[CH:11][N:10]=1)[C:4]#[C:5][CH3:6] |f:0.1,4.5|. Yields the product C(C#CC)OC1=NC=NC(=C1F)N1C[C@H](C[C@H](C1)C)C (4-(2-butynyloxy)-5-fluoro-6-(cis-3,5-dimethylpiperidino)pyrimidine). Solvent: O1CCCC1 (tetrahydrofuran), O1CCCC1 (tetrahydrofuran), O1CCCC1 (tetrahydrofuran). Procedure: 0.10 g of sodium hydride (60% oil suspension) was suspended in 3 ml of tetrahydrofuran. 1 ml of tetrahydrofuran solution of 0.16 g of 2-butyn-1-ol was added dropwise therein, and the mixture was stirred for 10 minutes. Into the mixture was added dropwise 1 ml of tetrahydrofuran solution of 0.31 g of 4-chloro-6-(cis-3,5-dimethylpiperidino)-5-fluoropyrimidine and stirred for 6 hours at 60° C. Into the reaction mixture was added a saturated ammonium chloride aqueous solution, and the mixture was ex... Reactants: [H-].[Na+] (sodium hydride), [Cl-].[NH4+] (ammonium chloride), ClC1=NC=NC(=C1F)N1C[C@H](C[C@H](C1)C)C (4-chloro-6-(cis-3,5-dimethylpiperidino)-5-fluoropyrimidine), C(C#CC)O (2-butyn-1-ol). Starting materials: BrC1=C(N)C=CC=C1 (2-bromoaniline), C1=CC=CC=2C3=CC=CC=C3C(C12)COC(=O)N1C(CN(CC1)C(=O)OC(C)(C)C)CC(=O)O (2-(1-(((9H-fluoren-9-yl)methoxy)carbonyl)-4-(tert-butoxycarbonyl)piperazin-2-yl)acetic acid), CN(C=O)C (N,N-dimethylformamide), Cl.CN(CCCN=C=NCC)C (N-(3-dimethylaminopropyl)-N′-ethylcarbodiimide hydrochloride). Solvent: N1=CC=CC=C1 (pyridine). Reaction conditions: time 16 hour. Yields the product BrC1=C(C=CC=C1)NC(CC1N(CCN(C1)C(=O)OC(C)(C)C)C(=O)OCC1C2=CC=CC=C2C=2C=CC=CC12)=O (1-(9H-fluoren-9-yl)methyl 4-tert-butyl 2-(2-(2-bromophenylamino)-2-oxoethyl)piperazine-1,4-dicarboxylate). RXN SMILES: [Br:1][C:2]1[CH:8]=[CH:7][CH:6]=[CH:5][C:3]=1[NH2:4].[CH:9]1[C:21]2[CH:20]([CH2:22][O:23][C:24]([N:26]3[CH2:31][CH2:30][N:29]([C:32]([O:34][C:35]([CH3:38])([CH3:37])[CH3:36])=[O:33])[CH2:28][CH:27]3[CH2:39][C:40](O)=[O:41])=[O:25])[C:19]3[C:14](=[CH:15][CH:16]=[CH:17][CH:18]=3)[C:13]=2[CH:12]=[CH:11][CH:10]=1.CN(C)C=O.Cl.CN(C)CCCN=C=NCC>N1C=CC=CC=1>[Br:1][C:2]1[CH:8]=[CH:7][CH:6]=[CH:5][C:3]=1[NH:4][C:40](=[O:41])[CH2:39][CH:27]1[CH2:28][N:29]([C:32]([O:34][C:35]([CH3:38])([CH3:37])[CH3:36])=[O:33])[CH2:30][CH2:31][N:26]1[C:24]([O:23][CH2:22][CH:20]1[C:21]2[CH:9]=[CH:10][CH:11]=[CH:12][C:13]=2[C:14]2[C:19]1=[CH:18][CH:17]=[CH:16][CH:15]=2)=[O:25] |f:3.4|. Reported procedure: To a solution of 2-bromoaniline (3.69 g, 21.44 mmol), and 2-(1-(((9H-fluoren-9-yl)methoxy)carbonyl)-4-(tert-butoxycarbonyl)piperazin-2-yl)acetic acid (10 g, 21.44 mmol) in a 1:1 solution of N,N-dimethylformamide:pyridine (100 mL) was added N-(3-dimethylaminopropyl)-N′-ethylcarbodiimide hydrochloride (10.27 g, 53.6 mmol). The reaction mixture was stirred at ambient temperature for 16 hours. The reaction mixture was partitioned between water and ethyl acetate. The organic layer was separated and w...